From a dataset of the Open Reaction Database (ORD), a public repository of structured organic reaction records. describe an organic reaction: reactants, conditions, products, and yield Starting materials: CCOC(=O)C(Cc1ccc(OC(C)(C)C(=O)OC(C)(C)C)cc1)OC, CCOC(=O)C(Cc1ccc(OCC(=O)O)cc1)OC. Yields the product CCOC(=O)C(Cc1ccc(OC(C)(C)C(=O)O)cc1)OC. Reaction SMILES: [CH2:1]([CH3:2])[O:3][C:4]([CH:5]([CH2:6][c:7]1[cH:8][cH:9][c:10]([O:13][C:14]([CH3:15])([CH3:16])[C:17](=[O:18])[O:19][C:20]([CH3:21])([CH3:22])[CH3:23])[cH:11][cH:12]1)[O:24][CH3:25])=[O:26].[CH2:27]([O:28][C:29](=[O:30])[CH:31]([O:32][CH3:33])[CH2:34][c:35]1[cH:36][cH:37][c:38]([O:39][CH2:40][C:41]([OH:42])=[O:43])[cH:44][cH:45]1)[CH3:46]>>[CH2:1]([CH3:2])[O:3][C:4]([CH:5]([CH2:6][c:7]1[cH:8][cH:9][c:10]([O:13][C:14]([CH3:15])([CH3:16])[C:17](=[O:18])[OH:19])[cH:11][cH:12]1)[O:24][CH3:25])=[O:26]. Starting materials: C(C)(=O)OCC=1C(=NC=CC1C1=CN(C(C(=C1)NC=1C=C2N(N1)CCC2)=O)C)N2C(C1=C(C=C(C=C1C=N2)C(C)(C)C)F)=O ((2-(6-tert-Butyl-8-fluoro-1-oxophthalazin-2(1H)-yl)-4-(5-(5,6-dihydro-4H-pyrrolo[1,2-b]pyrazol-2-ylamino)-1-methyl-6-oxo-1,6-dihydropyridin-3-yl)pyridin-3-yl)methyl Acetate), [OH-].[Li+] (lithium hydroxide), O (water). The solvent is C1CCOC1.C(C)(C)O.O (THF i-propanol water). Conditions: time 2.5 hour. The product is C(C)(C)(C)C=1C=C2C=NN(C(C2=C(C1)F)=O)C1=NC=CC(=C1CO)C1=CN(C(C(=C1)NC=1C=C2N(N1)CCC2)=O)C (6-tert-butyl-2-[4-[5-(5,6-dihydro-4H-pyrrolo[1,2-b]pyrazol-2-ylamino)-1-methyl-6-oxo-3-pyridyl]-3-(hydroxymethyl)-2-pyridyl]-8-fluoro-phthalazin-1-one). Yield: 33.7%. As a reaction SMILES: C([O:4][CH2:5][C:6]1[C:7]([N:29]2[N:38]=[CH:37][C:36]3[C:31](=[C:32]([F:43])[CH:33]=[C:34]([C:39]([CH3:42])([CH3:41])[CH3:40])[CH:35]=3)[C:30]2=[O:44])=[N:8][CH:9]=[CH:10][C:11]=1[C:12]1[CH:17]=[C:16]([NH:18][C:19]2[CH:20]=[C:21]3[CH2:26][CH2:25][CH2:24][N:22]3[N:23]=2)[C:15](=[O:27])[N:14]([CH3:28])[CH:13]=1)(=O)C.[OH-].[Li+].O>C1COCC1.C(O)(C)C.O>[C:39]([C:34]1[CH:35]=[C:36]2[C:31](=[C:32]([F:43])[CH:33]=1)[C:30](=[O:44])[N:29]([C:7]1[C:6]([CH2:5][OH:4])=[C:11]([C:12]3[CH:17]=[C:16]([NH:18][C:19]4[CH:20]=[C:21]5[CH2:26][CH2:25][CH2:24][N:22]5[N:23]=4)[C:15](=[O:27])[N:14]([CH3:28])[CH:13]=3)[CH:10]=[CH:9][N:8]=1)[N:38]=[CH:37]2)([CH3:42])([CH3:40])[CH3:41] |f:1.2,4.5.6|. Procedure details: To a solution of 162d (50 mg, 0.080 mmol) in THF/i-propanol/water (1/1/0.5 ml) was added lithium hydroxide (19 mg, 0.80 mmol) at room temperature. After the reaction was stirred for 2.5 h, LCMS indicated the reaction was complete. Then the mixture was poured into water (15 mL) and extracted with dichloromethane (3×20 mL). The combined organic layer was washed with brine (30 mL), dried over Na2SO4, filtered, and concentrated under reduced pressure. The residue solid was purified by reverse-phase ...